This data is from the Open Reaction Database (ORD), a public repository of structured organic reaction records. The task is: describe an organic reaction: reactants, conditions, products, and yield Reactants: C(C1=CC=CC=C1)N1C(CCC1)CC1=CC(=C(C=C1)OC)OC (1-benzyl-2-(3,4-dimethoxybenzyl)pyrrolidine), [H][H] (hydrogen). The reagents and catalysts are [Pd] (palladium). Run in C(C)O (ethanol). Product: COC=1C=C(CC2NCCC2)C=CC1OC (2-(3,4-dimethoxybenzyl)pyrrolidine). Reaction SMILES: C([N:8]1[CH2:12][CH2:11][CH2:10][CH:9]1[CH2:13][C:14]1[CH:19]=[CH:18][C:17]([O:20][CH3:21])=[C:16]([O:22][CH3:23])[CH:15]=1)C1C=CC=CC=1.[H][H]>C(O)C.[Pd]>[CH3:23][O:22][C:16]1[CH:15]=[C:14]([CH:19]=[CH:18][C:17]=1[O:20][CH3:21])[CH2:13][CH:9]1[CH2:10][CH2:11][CH2:12][NH:8]1. Procedure: Hydrogenate 11.7 g of 1-benzyl-2-(3,4-dimethoxybenzyl)pyrrolidine in ethanol with 6.5 g of palladium/activated charcoal (10% strength)/hydrogen. Free the product from solvent and catalyst, and then distil it under a high vacuum. Purify via the picrate to obtain a yield of 3.2 g (38.5% of theory). Reactants: NC(C(=O)O)CNC(=O)N (2-amino-3-ureido-propionic acid), ClC(=O)OC (methyl chloroformate). Solvent: O1CCOCC1 (1,4-dioxane), [OH-].[Na+] (NaOH). Run at temperature 60 celsius, time 7 hour. Product: NC(=O)NC[C@H](NC(=O)OC)C(=O)O (3-[(aminocarbonyl)amino]-N-(methoxycarbonyl)-L-alanine). The yield is 53.6%. As a reaction SMILES: [NH2:1][CH:2]([CH2:6][NH:7][C:8]([NH2:10])=[O:9])[C:3]([OH:5])=[O:4].Cl[C:12]([O:14][CH3:15])=[O:13]>O1CCOCC1.[OH-].[Na+]>[NH2:10][C:8]([NH:7][CH2:6][C@@H:2]([C:3]([OH:5])=[O:4])[NH:1][C:12]([O:14][CH3:15])=[O:13])=[O:9] |f:3.4|. Procedure: A solution of 2-amino-3-ureido-propionic acid (0.147 g, 1.0 mmol) in 1,4-dioxane (1.0 mL) and 1 N NaOH (3.6 mL) was treated with methyl chloroformate (0.153 mL, 2.0 mmol), stirred at 60° C. for 7 hours, and extracted with dichloromethane. The aqueous phase was acidified to pH 7 with 1 N HCl and evaporated to dryness. The resulting solid was trituated with 3:1 dichloromethane/isopropanol, filtered, and the filtrate was concentrated to yield a white solid (0.11 g, 53.6%) which was used for the nex...